This data is from the Open Reaction Database (ORD), a public repository of structured organic reaction records. The task is: describe an organic reaction: reactants, conditions, products, and yield Starting materials: Cl.NC1=NC=CC2=CC(=CC=C12)C(=O)O ((1-amino-6-isoquinolinyl)carboxylic acid hydrochloride), OC1=CC=CC=2NN=NC21 (hydroxybenztriazole), CN1CCOCC1 (N-methylmorpholine), Cl.C(C)(C)(C)[C@@H](C(=O)O)OC1CCN(CC1)C(C(C)N)=O (tert-butyl (S)-[[1-(2-amino-1-oxopropyl)piperidin-4-yl]oxy]acetic acid hydrochloride), CN(CCCN=C=NCC)C (1-(3-dimethylaminopropyl)-3-ethylcarbodiimide). Run in CN(C=O)C (N,N-dimethylformamide). Conditions: time 3 day. Yields the product C(C)(C)(C)[C@@H](C(=O)O)OC1CCN(CC1)C(C(C)NC(=O)C=1C=C2C=CN=C(C2=CC1)N)=O (tert-Butyl (S)-[[1-(2-[[(1-amino-6-isoquinolinyl)carbonyl]amino]-1-oxopropyl)piperidin-4-yl]oxy]acetic acid). Yield: 92.3%. RXN SMILES: Cl.[NH2:2][C:3]1[C:12]2[C:7](=[CH:8][C:9]([C:13]([OH:15])=O)=[CH:10][CH:11]=2)[CH:6]=[CH:5][N:4]=1.OC1C2N=NNC=2C=CC=1.CN1CCOCC1.Cl.[C:34]([C@H:38]([O:42][CH:43]1[CH2:48][CH2:47][N:46]([C:49](=[O:53])[CH:50]([NH2:52])[CH3:51])[CH2:45][CH2:44]1)[C:39]([OH:41])=[O:40])([CH3:37])([CH3:36])[CH3:35].CN(C)CCCN=C=NCC>CN(C)C=O>[C:34]([C@H:38]([O:42][CH:43]1[CH2:48][CH2:47][N:46]([C:49](=[O:53])[CH:50]([NH:52][C:13]([C:9]2[CH:8]=[C:7]3[C:12](=[CH:11][CH:10]=2)[C:3]([NH2:2])=[N:4][CH:5]=[CH:6]3)=[O:15])[CH3:51])[CH2:45][CH2:44]1)[C:39]([OH:41])=[O:40])([CH3:36])([CH3:35])[CH3:37] |f:0.1,4.5|. Procedure: To a solution of 0.33 g (1-amino-6-isoquinolinyl)carboxylic acid hydrochloride in 20 mL of N,N-dimethylformamide were added 0.34 g hydroxybenztriazole, 0.504 mL N-methylmorpholine, 0.525 g tert-butyl (S)-[[1-(2-amino-1-oxopropyl)piperidin-4-yl]oxy]acetic acid hydrochloride and 0.425 g 1-(3-dimethylaminopropyl)-3-ethylcarbodiimide. After stirring at room temperature for three days the mixture was concentrated. Dichloromethane and 1% aqueous sodium hydrogencarbonate were added to the residue and t... The reactants are CC=1NC2=CC=C(C=C2C1)N (2-methyl-1H-indol-5-ylamine), N1=CC=C(C=C1)NC(=O)C1=CC2=NC=CC(=C2S1)Cl (7-chloro-thieno[3,2-b]pyridine-2-carboxylic acid pyridin-4-ylamide). Product: N1=CC=C(C=C1)NC(=O)C1=CC2=NC=CC(=C2S1)NC=1C=C2C=C(NC2=CC1)C (7-(2-Methyl-1H-indol-5-ylamino)-thieno[3,2-b]pyridine-2-carboxylic acid pyridin-4-ylamide). As a reaction SMILES: [CH3:1][C:2]1[NH:3][C:4]2[C:9]([CH:10]=1)=[CH:8][C:7]([NH2:11])=[CH:6][CH:5]=2.[N:12]1[CH:17]=[CH:16][C:15]([NH:18][C:19]([C:21]2[S:29][C:28]3[C:23](=[N:24][CH:25]=[CH:26][C:27]=3Cl)[CH:22]=2)=[O:20])=[CH:14][CH:13]=1>>[N:12]1[CH:17]=[CH:16][C:15]([NH:18][C:19]([C:21]2[S:29][C:28]3[C:23](=[N:24][CH:25]=[CH:26][C:27]=3[NH:11][C:7]3[CH:8]=[C:9]4[C:4](=[CH:5][CH:6]=3)[NH:3][C:2]([CH3:1])=[CH:10]4)[CH:22]=2)=[O:20])=[CH:14][CH:13]=1. Procedure details: The title compound was prepared from 2-methyl-1H-indol-5-ylamine and 7-chloro-thieno[3,2-b]pyridine-2-carboxylic acid pyridin-4-ylamide by a procedure analogous to Example 1C. MS: 400 (MH+); HPLC Rf: 4.24 min.; HPLC purity: 99%. Reactants: CC1(C2=C(C(=CC=C2)P(C3=CC=CC=C3)C4=CC=CC=C4)OC5=C(C=CC=C51)P(C6=CC=CC=C6)C7=CC=CC=C7)C (Xantphos), C([O-])([O-])=O.[Cs+].[Cs+] (cesium carbonate), C(C)OC(=O)C=1N=C(SC1N)CCOC (5-amino-2-(2-methoxy-ethyl)-thiazole-4-carboxylic acid ethyl ester), BrC=1C=NC=CC1 (3-bromopyridine). Solvent: O1CCOCC1 (dioxane), C1CCOC1 (THF). Run at time 5 minute. Yields the product C(C)OC(=O)C=1N=C(SC1NC=1C=NC=CC1)CCOC (2-(2-methoxy-ethyl)-5-(pyridin-3-ylamino)-thiazole-4-carboxylic acid ethyl ester). The yield is 33.5%. As a reaction SMILES: CC1(C)C2C(=C(P(C3C=CC=CC=3)C3C=CC=CC=3)C=CC=2)OC2C(P(C3C=CC=CC=3)C3C=CC=CC=3)=CC=CC1=2.C(=O)([O-])[O-].[Cs+].[Cs+].[CH2:49]([O:51][C:52]([C:54]1[N:55]=[C:56]([CH2:60][CH2:61][O:62][CH3:63])[S:57][C:58]=1[NH2:59])=[O:53])[CH3:50].Br[C:65]1[CH:66]=[N:67][CH:68]=[CH:69][CH:70]=1>O1CCOCC1.C1COCC1>[CH2:49]([O:51][C:52]([C:54]1[N:55]=[C:56]([CH2:60][CH2:61][O:62][CH3:63])[S:57][C:58]=1[NH:59][C:65]1[CH:66]=[N:67][CH:68]=[CH:69][CH:70]=1)=[O:53])[CH3:50] |f:1.2.3|. Procedure details: A microwave vial was charged with Pd2dba3-chloroform complex (0.09 g, 0.09 mmol), Xantphos (0.17 g, 0.30 mmol) and cesium carbonate (1.00 g, 3.06 mmol), sealed and flushed with argon. A solution of 5-amino-2-(2-methoxy-ethyl)-thiazole-4-carboxylic acid ethyl ester (0.40 g, 1.75 mmol) and 3-bromopyridine (0.28 g, 1.75 mmol) in dioxane (5.80 ml) was degassed by sonicating and bubbling with argon, then transferred to the reaction vial. After stirring at room temperature for 5 min, the reaction mixt... Reactants: COC(=O)c1ccccc1NCc1ccnc(N2CCCC2=O)c1, CO, [Na+], [OH-], O=C(O)CC(O)(CC(=O)O)C(=O)O. The product is O=C(O)c1ccccc1NCc1ccnc(N2CCCC2=O)c1. Reaction SMILES: [CH3:1][O:2][C:3]([c:4]1[c:5]([NH:10][CH2:11][c:12]2[cH:13][c:14]([N:18]3[C:19](=[O:23])[CH2:20][CH2:21][CH2:22]3)[n:15][cH:16][cH:17]2)[cH:6][cH:7][cH:8][cH:9]1)=[O:24].[CH3:40][OH:41].[Na+:26].[OH-:25].[OH:27][C:28]([CH2:29][C:30]([C:31](=[O:32])[OH:33])([CH2:34][C:35](=[O:36])[OH:37])[OH:38])=[O:39]>>[O:2]=[C:3]([c:4]1[c:5]([NH:10][CH2:11][c:12]2[cH:13][c:14]([N:18]3[C:19](=[O:23])[CH2:20][CH2:21][CH2:22]3)[n:15][cH:16][cH:17]2)[cH:6][cH:7][cH:8][cH:9]1)[OH:24]. Starting materials: O=C([O-])[O-], CS(C)=O, CI, [K+], [K+], Cn1c(N)nc(-c2cccc(F)c2)c(-c2ccc(=O)[nH]c2)c1=O. Product: Cn1cc(-c2c(-c3cccc(F)c3)nc(N)n(C)c2=O)ccc1=O. As a reaction SMILES: [C:24](=[O:25])([O-:26])[O-:27].[CH3:32][S:33](=[O:34])[CH3:35].[I:30][CH3:31].[K+:28].[K+:29].[NH2:1][c:2]1[n:3][c:4](-[c:17]2[cH:18][c:19]([F:23])[cH:20][cH:21][cH:22]2)[c:5](-[c:10]2[cH:11][nH:12][c:13](=[O:16])[cH:14][cH:15]2)[c:6](=[O:9])[n:7]1[CH3:8]>>[NH2:1][c:2]1[n:3][c:4](-[c:17]2[cH:18][c:19]([F:23])[cH:20][cH:21][cH:22]2)[c:5](-[c:10]2[cH:11][n:12]([CH3:24])[c:13](=[O:16])[cH:14][cH:15]2)[c:6](=[O:9])[n:7]1[CH3:8]. The reactants are Cc1cccc2oc(=O)[nH]c12, Cl[Al](Cl)Cl, O=C(Cl)c1cc(Cl)ncn1, O. The product is Cc1cc(C(=O)c2cc(Cl)ncn2)cc2oc(=O)[nH]c12. RXN SMILES: [CH3:15][c:16]1[cH:17][cH:18][cH:19][c:20]2[c:21]1[nH:22][c:23](=[O:25])[o:24]2.[Cl:11][Al:12]([Cl:13])[Cl:14].[Cl:1][c:2]1[cH:3][c:4]([C:8](=[O:9])[Cl:10])[n:5][cH:6][n:7]1.[OH2:26]>>[Cl:1][c:2]1[cH:3][c:4]([C:8](=[O:9])[c:18]2[cH:17][c:16]([CH3:15])[c:21]3[c:20]([cH:19]2)[o:24][c:23](=[O:25])[nH:22]3)[n:5][cH:6][n:7]1. Starting materials: C(C)(=O)[O-].[K+] (potassium acetate), ClCC=C(CCOC(C)C)C (1-chloro-5-isopropoxy-3-methyl-2-pentene). Solvent: CN(C=O)C (dimethylformamide). Conditions: time 24 hour. The product is C(C)(=O)OCC=C(CCOC(C)C)C (1-Acetoxy-5-isopropoxy-3-methyl-2-pentene). As a reaction SMILES: [C:1]([O-:4])(=[O:3])[CH3:2].[K+].Cl[CH2:7][CH:8]=[C:9]([CH3:16])[CH2:10][CH2:11][O:12][CH:13]([CH3:15])[CH3:14]>CN(C)C=O>[C:1]([O:4][CH2:7][CH:8]=[C:9]([CH3:16])[CH2:10][CH2:11][O:12][CH:13]([CH3:15])[CH3:14])(=[O:3])[CH3:2] |f:0.1|. Procedure details: A mixture of 450 g (4.6 mols) of potassium acetate and 637 g (3.6 mols) of 1-chloro-5-isopropoxy-3-methyl-2-pentene in 3000 cc of dimethylformamide is stirred at room temperature for 24 hours and then at 50°C for 4 hours. The reaction mixture is filtered, and solvent is distilled off at 1.4 mm Hg and the residue is fractionally distilled. A cis/trans mixture of 1-acetoxy-5-isopropoxy-3-methyl-2-pentene is obtained. B.P.: 122°-126° /18 mm Hg. Starting materials: CCSc1ncc2cc(-c3ccccc3)c(-c3ccc(C=O)cc3)nc2n1, CN1CCNCC1, O=C(OO)c1cccc(Cl)c1, ClCCl, C1COCCO1. The product is CN1CCN(c2ncc3cc(-c4ccccc4)c(-c4ccc(C=O)cc4)nc3n2)CC1. RXN SMILES: [CH2:1]([S:2][c:4]1[n:5][cH:6][c:7]2[c:8]([n:9]1)[n:10][c:11](-[c:20]1[cH:21][cH:22][c:23]([CH:24]=[O:25])[cH:26][cH:27]1)[c:12](-[c:14]1[cH:15][cH:16][cH:17][cH:18][cH:19]1)[cH:13]2)[CH3:3].[CH3:39][N:40]1[CH2:41][CH2:42][NH:43][CH2:44][CH2:45]1.[Cl:28][c:29]1[cH:30][c:31]([C:35]([O:36][OH:37])=[O:38])[cH:32][cH:33][cH:34]1.[Cl:46][CH2:47][Cl:48].[O:49]1[CH2:50][CH2:51][O:52][CH2:53][CH2:54]1>>[c:4]1([N:43]2[CH2:42][CH2:41][N:40]([CH3:39])[CH2:45][CH2:44]2)[n:5][cH:6][c:7]2[c:8]([n:9]1)[n:10][c:11](-[c:20]1[cH:21][cH:22][c:23]([CH:24]=[O:25])[cH:26][cH:27]1)[c:12](-[c:14]1[cH:15][cH:16][cH:17][cH:18][cH:19]1)[cH:13]2. Reactants: cis-2-(4-pyridylethyl)-3a,4,7,7a-tetrahydropyridine, C1NC[C@@H]2CC=CC[C@H]12 (cis-3a,4,7,7a-tetrahydroisoindoline), C(=C)C1=CC=NC=C1 (4-vinylpyridine), C(C)(=O)O (acetic acid), dihydrochloride hemi-hydrate. The solvent is CO (methanol). Product: N1=CC=C(C=C1)CCN1C[C@H]2CC=CC[C@H]2C1 (cis-2-(4-Pyridylethyl)-3a,4,7,7a-tetrahydroisoindoline). As a reaction SMILES: [CH2:1]1[C@@H:9]2[C@@H:4]([CH2:5][CH:6]=[CH:7][CH2:8]2)[CH2:3][NH:2]1.[CH:10]([C:12]1[CH:17]=[CH:16][N:15]=[CH:14][CH:13]=1)=[CH2:11].C(O)(=O)C>CO>[N:15]1[CH:16]=[CH:17][C:12]([CH2:10][CH2:11][N:2]2[CH2:3][C@H:4]3[C@H:9]([CH2:8][CH:7]=[CH:6][CH2:5]3)[CH2:1]2)=[CH:13][CH:14]=1. Procedure details: A mixture of 0.64 g of cis-3a,4,7,7a-tetrahydroisoindoline, 0.6 mL of 4-vinylpyridine, 0.4 mL of acetic acid and 10 mL of methanol was heated under reflux for 16 hours. Removal of the solvent and short-path distillation of the residue (160° bath temperature, 0.002 mm) gave 0.74 g. of cis-2-(4-pyridylethyl)-3a,4,7,7a-tetrahydropyridine. 1H NMR (in CDCl3) δ8.5 (d, 2H); 7.1 (d, 2H); 5.8 (m, 2H); 3.0 (m, 2H); 2.7-2.8(m, 4H); 2.4 (m, 2H); 2.2-2.3 (m, 4H) and 1.9 (d, 2H). The dihydrochloride hemi-hydr... Starting materials: CC1(C2=C(C(=CC=C2)P(C3=CC=CC=C3)C4=CC=CC=C4)OC5=C(C=CC=C51)P(C6=CC=CC=C6)C7=CC=CC=C7)C (Xantphos), C(C)OC(=O)C1=C(C=2C=NC=C(C2N1)Cl)N (3-amino-7-chloro-1H-pyrrolo[3,2-c]pyridine-2-carboxylic acid ethyl ester), FC1=C(C=CC(=C1)[Si](C)(C)C)OS(=O)(=O)C(F)(F)F (trifluoromethanesulfonic acid 2-fluoro-4-trimethylsilanyl-phenyl ester), C([O-])([O-])=O.[Cs+].[Cs+] (cesium carbonate). The product is C(C)OC(=O)C1=C(C=2C=NC=C(C2N1)Cl)NC1=C(C=C(C=C1)[Si](C)(C)C)F (7-Chloro-3-(2-fluoro-4-trimethylsilanyl-phenylamino)-1H-pyrrolo[3,2-c]pyridine-2-carboxylic acid ethyl ester). Solvent: C1(=CC=CC=C1)C (toluene). Procedure: To a solution of 3-amino-7-chloro-1H-pyrrolo[3,2-c]pyridine-2-carboxylic acid ethyl ester (1.0 g, 4.18 mmol) and trifluoromethanesulfonic acid 2-fluoro-4-trimethylsilanyl-phenyl ester (1.45 g, 4.59 mmol) in toluene (18 ml) was added cesium carbonate (1.90 g, 5.85 mmol) before the mixture was degassed. Pd2dba3 (382 mg, 0.418 mmol) and Xantphos (482 mg, 0.835 mmol) were then added and the vessel was flushed with argon. The resultant reaction mixture was heated at 150° C. under microwave irradiatio... The reagents and catalysts are C=1C=CC(=CC1)/C=C/C(=O)/C=C/C2=CC=CC=C2.C=1C=CC(=CC1)/C=C/C(=O)/C=C/C2=CC=CC=C2.C=1C=CC(=CC1)/C=C/C(=O)/C=C/C2=CC=CC=C2.[Pd].[Pd] (Pd2dba3). As a reaction SMILES: [CH2:1]([O:3][C:4]([C:6]1[NH:14][C:13]2[C:12]([Cl:15])=[CH:11][N:10]=[CH:9][C:8]=2[C:7]=1[NH2:16])=[O:5])[CH3:2].[F:17][C:18]1[CH:23]=[C:22]([Si:24]([CH3:27])([CH3:26])[CH3:25])[CH:21]=[CH:20][C:19]=1OS(C(F)(F)F)(=O)=O.C(=O)([O-])[O-].[Cs+].[Cs+].CC1(C)C2C(=C(P(C3C=CC=CC=3)C3C=CC=CC=3)C=CC=2)OC2C(P(C3C=CC=CC=3)C3C=CC=CC=3)=CC=CC1=2>C1(C)C=CC=CC=1.C1C=CC(/C=C/C(/C=C/C2C=CC=CC=2)=O)=CC=1.C1C=CC(/C=C/C(/C=C/C2C=CC=CC=2)=O)=CC=1.C1C=CC(/C=C/C(/C=C/C2C=CC=CC=2)=O)=CC=1.[Pd].[Pd]>[CH2:1]([O:3][C:4]([C:6]1[NH:14][C:13]2[C:12]([Cl:15])=[CH:11][N:10]=[CH:9][C:8]=2[C:7]=1[NH:16][C:19]1[CH:20]=[CH:21][C:22]([Si:24]([CH3:26])([CH3:25])[CH3:27])=[CH:23][C:18]=1[F:17])=[O:5])[CH3:2] |f:2.3.4,7.8.9.10.11|. Yield: 49.5%. Run at temperature 150 celsius.